From a dataset of the Open Reaction Database (ORD), a public repository of structured organic reaction records. describe an organic reaction: reactants, conditions, products, and yield The reactants are C(#N)C1=CN(C2=NC=CC(=C21)OC2=C(C=C(C=C2)NC(C)=O)F)S(=O)(=O)C2=CC=C(C=C2)C (N-[4-({3-cyano-1-[(4-methylphenyl)sulfonyl]-1H-pyrrolo[2,3-b]pyridin-4-yl}oxy)-3-fluorophenyl]acetamide), [OH-].[Na+] (sodium hydroxide), [OH-].[Na+] (sodium hydroxide). Run in C(C)O (ethanol), C1CCOC1 (THF). Conditions: temperature 90 celsius, time 6 hour. The product is NC1=CC(=C(OC2=C3C(=NC=C2)NC=C3C#N)C=C1)F (4-(4-Amino-2-fluorophenoxy)-1H-pyrrolo[2,3-b]pyridine-3-carbonitrile). As a reaction SMILES: [C:1]([C:3]1[C:11]2[C:6](=[N:7][CH:8]=[CH:9][C:10]=2[O:12][C:13]2[CH:18]=[CH:17][C:16]([NH:19]C(=O)C)=[CH:15][C:14]=2[F:23])[N:5](S(C2C=CC(C)=CC=2)(=O)=O)[CH:4]=1)#[N:2].[OH-].[Na+]>C(O)C.C1COCC1>[NH2:19][C:16]1[CH:17]=[CH:18][C:13]([O:12][C:10]2[CH:9]=[CH:8][N:7]=[C:6]3[NH:5][CH:4]=[C:3]([C:1]#[N:2])[C:11]=23)=[C:14]([F:23])[CH:15]=1 |f:1.2|. Procedure details: 30 mg (0.065 mmol) of N-[4-({3-cyano-1-[(4-methylphenyl)sulfonyl]-1H-pyrrolo[2,3-b]pyridin-4-yl}oxy)-3-fluorophenyl]acetamide are dissolved in a mixture of 3 ml of ethanol and 3 ml of THF. 1.5 ml of 20% strength aqueous sodium hydroxide solution are added, and the mixture is heated at 90° C. overnight. Another 1 ml of 20% strength-aqueous sodium hydroxide solution is then added, and a further ml after 6 hours. The mixture is again stirred overnight. The reaction mixture is then partitioned betwe... Reactants: BrC1=C(N(N=C1)C)C=1C=C(C=CC1OC)N (3-(4-Bromo-2-methyl-2H-pyrazol-3-yl)-4-methoxy-phenylamine), COC=1C=C(C=CC1)N=C=O (3-methoxyphenyl isocyanate). The solvent is C(Cl)Cl (CH2Cl2). The product is BrC1=C(N(N=C1)C)C=1C=C(C=CC1OC)NC(=O)NC1=CC(=CC=C1)OC (1-[3-(4-Bromo-2-methyl-2H-pyrazol-3-yl)-4-methoxy-phenyl]-3-(3-methoxy-phenyl)-urea). Isolated yield 91.7%. Reaction SMILES: [Br:1][C:2]1[CH:6]=[N:5][N:4]([CH3:7])[C:3]=1[C:8]1[CH:9]=[C:10]([NH2:16])[CH:11]=[CH:12][C:13]=1[O:14][CH3:15].[CH3:17][O:18][C:19]1[CH:20]=[C:21]([N:25]=[C:26]=[O:27])[CH:22]=[CH:23][CH:24]=1>C(Cl)Cl>[Br:1][C:2]1[CH:6]=[N:5][N:4]([CH3:7])[C:3]=1[C:8]1[CH:9]=[C:10]([NH:16][C:26]([NH:25][C:21]2[CH:22]=[CH:23][CH:24]=[C:19]([O:18][CH3:17])[CH:20]=2)=[O:27])[CH:11]=[CH:12][C:13]=1[O:14][CH3:15]. Procedure details: 3-(4-Bromo-2-methyl-2H-pyrazol-3-yl)-4-methoxy-phenylamine (0.032 g, 0.12 mmol) was treated with 3-methoxyphenyl isocyanate (0.018 g, 16.0 μL, 0.14 mmol, 1.05 equiv.) in CH2Cl2 (1 mL), in a similar manner as described in Example 1.10 to afford Compound 72 (0.047 g, 0.11 mmol, 94%) as a solid film. LCMS m/z (%)=431 (M+H79Br, 100), 433 (M+H81Br, 93). 1H NMR (400 MHz, acetone-d6) δ: 8.13 (s, 2H), 7.68 (d, J=8.9 Hz, 1H), 7.49 (s, 1H), 7.43 (s, 1H), 7.30 (s, 1H), 7.16 (d, J=8.1 Hz, 1H), 7.12 (d, J=7.... Starting materials: ice, ClS(=O)(=O)C1=CC=C(C(=O)O)C=C1 (4-Chlorosulfonyl benzoic acid), S(=O)(Cl)Cl (thionyl chloride), ClC(C)Cl (dichloroethane), ice. Run at temperature 0 celsius, time 5 minute. Product: ClS(=O)(=O)C1=CC=C(C(=O)OC)C=C1 (methyl 4-(chlorosulfonyl)benzoate). Yield: 84.0%. As a reaction SMILES: [Cl:1][S:2]([C:5]1[CH:13]=[CH:12][C:8]([C:9]([OH:11])=[O:10])=[CH:7][CH:6]=1)(=[O:4])=[O:3].S(Cl)(Cl)=O.Cl[CH:19](Cl)C>>[Cl:1][S:2]([C:5]1[CH:6]=[CH:7][C:8]([C:9]([O:11][CH3:19])=[O:10])=[CH:12][CH:13]=1)(=[O:4])=[O:3]. Procedure details: 4-Chlorosulfonyl benzoic acid (5 g, 23 mmol) and thionyl chloride (20 mL) in dichloroethane (10 mL) was heated to 80° C. for 2 hr. The reaction mixture was concentrated via rotary evaporation to give a brownish solid. The solid was chilled on ice for 5 minutes and ice-cold methanol (40 mL) was added with stirring at 0° C. for 5 minutes. The reaction mixture was allowed to warm to ambient temperature and stirred an additional 10 min. The addition of ice-cold water (40 mL), produced a white solid ... Reactants: CC(C)Cc1ccc(C(Cl)c2ccc(CC(C)C)cc2)cc1, ClCCl, CCN(C(C)C)C(C)C, CCOC(=O)CCCc1cc(C(=O)c2cccc(N)c2)c2ccccn12. Product: CCOC(=O)CCCc1cc(C(=O)c2cccc(NC(c3ccc(CC(C)C)cc3)c3ccc(CC(C)C)cc3)c2)c2ccccn12. As a reaction SMILES: [CH2:36]([CH:37]([CH3:38])[CH3:39])[c:40]1[cH:41][cH:42][c:43]([CH:46]([Cl:47])[c:48]2[cH:49][cH:50][c:51]([CH2:54][CH:55]([CH3:56])[CH3:57])[cH:52][cH:53]2)[cH:44][cH:45]1.[CH2:58]([Cl:59])[Cl:60].[CH:27]([N:28]([CH:29]([CH3:30])[CH3:31])[CH2:32][CH3:33])([CH3:34])[CH3:35].[NH2:1][c:2]1[cH:3][c:4]([C:5](=[O:6])[c:7]2[cH:8][c:9]([CH2:16][CH2:17][CH2:18][C:19](=[O:20])[O:21][CH2:22][CH3:23])[n:10]3[cH:11][cH:12][cH:13][cH:14][c:15]23)[cH:24][cH:25][cH:26]1>>[NH:1]([c:2]1[cH:3][c:4]([C:5](=[O:6])[c:7]2[cH:8][c:9]([CH2:16][CH2:17][CH2:18][C:19](=[O:20])[O:21][CH2:22][CH3:23])[n:10]3[cH:11][cH:12][cH:13][cH:14][c:15]23)[cH:24][cH:25][cH:26]1)[CH:46]([c:43]1[cH:42][cH:41][c:40]([CH2:36][CH:37]([CH3:38])[CH3:39])[cH:45][cH:44]1)[c:48]1[cH:49][cH:50][c:51]([CH2:54][CH:55]([CH3:56])[CH3:57])[cH:52][cH:53]1.